This data is from the Open Reaction Database (ORD), a public repository of structured organic reaction records. The task is: describe an organic reaction: reactants, conditions, products, and yield Starting materials: CC(C)(C)OC(=O)Nc1cnc(CBr)cn1, C1CCOC1, NC1CCC1, [K+], [K+], O=C([O-])[O-]. Product: CC(C)(C)OC(=O)Nc1cnc(CNC2CCC2)cn1. Reaction SMILES: [C:12]([CH3:13])([CH3:14])([CH3:15])[O:16][C:17]([NH:18][c:19]1[n:20][cH:21][c:22]([CH2:25][Br:26])[n:23][cH:24]1)=[O:27].[CH2:28]1[O:29][CH2:30][CH2:31][CH2:32]1.[CH:1]1([NH2:5])[CH2:2][CH2:3][CH2:4]1.[K+:6].[K+:7].[O-:8][C:9]([O-:10])=[O:11]>>[CH:1]1([NH:5][CH2:25][c:22]2[cH:21][n:20][c:19]([NH:18][C:17]([O:16][C:12]([CH3:13])([CH3:14])[CH3:15])=[O:27])[cH:24][n:23]2)[CH2:2][CH2:3][CH2:4]1. Starting materials: FC1=C(OC2=C3C(=NC=C2)C=C(S3)C3=CC=C(CN(C(OC(C)(C)C)=O)CCOCCOCCOC)C=C3)C=CC(=C1)NC(=O)NC1=NOC(=C1)C (tert-butyl 4-(7-(2-fluoro-4-(3-(5-methylisoxazol-3-yl)ureido)phenoxy)thieno[3,2-b]pyridin-2-yl)benzyl(2-(2-(2-methoxyethoxy)ethoxy)ethyl)carbamate), FC(C(=O)O)(F)F (trifluoroacetic acid). The solvent is ClCCl (dichloromethane). Reaction conditions: time 3 hour. The product is C(NCCOCCOCCOC)C1=CC=C(C=C1)C1=CC2=NC=CC(=C2S1)OC1=C(C=C(C=C1)NC(=O)NC1=NOC(=C1)C)F (1-(4-(2-(4-5,8,11-trioxa-2-azadodecylphenyl)thieno[3,2-b]pyridin-7-yloxy)-3-fluorophenyl)-3-(5-methylisoxazol-3-yl)urea). Yield: 52.0%. Reaction SMILES: [F:1][C:2]1[CH:42]=[C:41]([NH:43][C:44]([NH:46][C:47]2[CH:51]=[C:50]([CH3:52])[O:49][N:48]=2)=[O:45])[CH:40]=[CH:39][C:3]=1[O:4][C:5]1[CH:10]=[CH:9][N:8]=[C:7]2[CH:11]=[C:12]([C:14]3[CH:38]=[CH:37][C:17]([CH2:18][N:19]([CH2:27][CH2:28][O:29][CH2:30][CH2:31][O:32][CH2:33][CH2:34][O:35][CH3:36])C(=O)OC(C)(C)C)=[CH:16][CH:15]=3)[S:13][C:6]=12.FC(F)(F)C(O)=O>ClCCl>[CH2:18]([C:17]1[CH:37]=[CH:38][C:14]([C:12]2[S:13][C:6]3[C:7](=[N:8][CH:9]=[CH:10][C:5]=3[O:4][C:3]3[CH:39]=[CH:40][C:41]([NH:43][C:44]([NH:46][C:47]4[CH:51]=[C:50]([CH3:52])[O:49][N:48]=4)=[O:45])=[CH:42][C:2]=3[F:1])[CH:11]=2)=[CH:15][CH:16]=1)[NH:19][CH2:27][CH2:28][O:29][CH2:30][CH2:31][O:32][CH2:33][CH2:34][O:35][CH3:36]. Reported procedure: To a solution of 367 (0.074 g, 0.10 mmol) in dichloromethane (50 mL) was added trifluoroacetic acid (1.0 mL). The reaction mixture was stirred for 3 h at r.t. then concentrated and the residue was partitioned between dichloromethane and sat. NaHCO3. The organic phase was collected, washed with brine, dried over MgSO4, filtered and concentrated. The residue was purified by Gilson reverse phase HPLC (35-75% MeOH/H2O, Aquasil C18, 30 min) and lyophilized. The purified product (containing some formi... Reactants: C(=O)([O-])[O-].[K+].[K+] (K2CO3), IC(C)C (2-iodopropane), C(C)OC1=CC(=C(C=C1)C(=O)N1CCC2(CC1)OC=1C=CC=CC1C=1N(N=CC12)C)O ((4-ethoxy-2-hydroxyphenyl)(1-methyl-1H-spiro[chromeno[4,3-c]pyrazole-4,4′-piperidine]-1′-yl)methanone). Run in CN(C)C=O (DMF). Run at temperature 25 celsius, time 3 hour. Product: C(C)OC1=CC(=C(C=C1)C(=O)N1CCC2(CC1)OC=1C=CC=CC1C=1N(N=CC12)C)OC(C)C ((4-ethoxy-2-isopropoxy-phenyl)-(1-methyl-1H-spiro[chromeno[4,3-c]pyrazole-4,4′-piperidine]-1′-yl)methanone). Isolated yield 36.8%. As a reaction SMILES: [CH2:1]([O:3][C:4]1[CH:9]=[CH:8][C:7]([C:10]([N:12]2[CH2:17][CH2:16][C:15]3([C:29]4[CH:28]=[N:27][N:26]([CH3:30])[C:25]=4[C:24]4[CH:23]=[CH:22][CH:21]=[CH:20][C:19]=4[O:18]3)[CH2:14][CH2:13]2)=[O:11])=[C:6]([OH:31])[CH:5]=1)[CH3:2].C([O-])([O-])=O.[K+].[K+].I[CH:39]([CH3:41])[CH3:40]>CN(C=O)C>[CH2:1]([O:3][C:4]1[CH:9]=[CH:8][C:7]([C:10]([N:12]2[CH2:13][CH2:14][C:15]3([C:29]4[CH:28]=[N:27][N:26]([CH3:30])[C:25]=4[C:24]4[CH:23]=[CH:22][CH:21]=[CH:20][C:19]=4[O:18]3)[CH2:16][CH2:17]2)=[O:11])=[C:6]([O:31][CH:39]([CH3:41])[CH3:40])[CH:5]=1)[CH3:2] |f:1.2.3|. Procedure details: To a vial containing a solution of (4-ethoxy-2-hydroxyphenyl)(1-methyl-1H-spiro[chromeno[4,3-c]pyrazole-4,4′-piperidine]-1′-yl)methanone (41 mg, 0.1 mmol) in DMF (0.8 mL) was added K2CO3 (69 mg, 0.5 mmol), and 2-iodopropane (15 μL, 0.15 mmol). The mixture was stirred for 3 hours at 25° C. The crude reaction mixture was filtered and purified by HPLC (1-99%) MeOH:H2O to yield (4-ethoxy-2-isopropoxy-phenyl)-(1-methyl-1H-spiro[chromeno[4,3-c]pyrazole-4,4′-piperidine]-1′-yl)methanone (17 mg, 33%). ES... Reactants: [Cl-].[NH4+] (ammonium chloride), C(C1=CC=CC=C1)N1CCC(CC1)CC=O ((1-benzylpiperidin-4-yl)acetaldehyde), C(C)(C)(C)OC(=O)NC1=CC=C(C=C1)C(C)=O (N-t-butoxycarbonyl-4-acetylaniline), C(C)(C)(C)[Li].CCCCC (t-butyl lithium·pentane). Run in O1CCCC1 (tetrahydrofuran), O1CCCC1 (tetrahydrofuran). The product is C(C)(C)(C)OC(=O)NC1=CC=C(C=C1)C(CC(CC1CCN(CC1)CC1=CC=CC=C1)O)=O (N-t-butoxycarbonyl-4-[4-(1-benzylpiperidin-4-yl)-3-hydroxybutanoyl]aniline). The yield is 62.7%. RXN SMILES: [C:1]([O:5][C:6]([NH:8][C:9]1[CH:14]=[CH:13][C:12]([C:15](=[O:17])[CH3:16])=[CH:11][CH:10]=1)=[O:7])([CH3:4])([CH3:3])[CH3:2].C([Li])(C)(C)C.CCCCC.[CH2:28]([N:35]1[CH2:40][CH2:39][CH:38]([CH2:41][CH:42]=[O:43])[CH2:37][CH2:36]1)[C:29]1[CH:34]=[CH:33][CH:32]=[CH:31][CH:30]=1.[Cl-].[NH4+]>O1CCCC1>[C:1]([O:5][C:6]([NH:8][C:9]1[CH:10]=[CH:11][C:12]([C:15](=[O:17])[CH2:16][CH:42]([OH:43])[CH2:41][CH:38]2[CH2:37][CH2:36][N:35]([CH2:28][C:29]3[CH:34]=[CH:33][CH:32]=[CH:31][CH:30]=3)[CH2:40][CH2:39]2)=[CH:13][CH:14]=1)=[O:7])([CH3:4])([CH3:2])[CH3:3] |f:1.2,4.5|. Reported procedure: 50 ml of tetrahydrofuran was added to 3.80 g of N-t-butoxycarbonyl-4-acetylaniline, and 19.0 ml of a 1.7M t-butyl lithium·pentane solution was added dropwise thereto under an argon stream at -78° C. Subsequently, a solution of 3.50 g of (1-benzylpiperidin-4-yl)acetaldehyde dissolved in 10 ml of tetrahydrofuran was added to the mixture, and the resulting mixture was stirred until its temperature was returned to room temperature. Then, a saturated ammonium chloride aqueous solution was added to th... Reactants: O=C([O-])[O-], CS(C)=O, CN1CCC(c2nn(-c3ccccc3F)c3ccccc23)CC1, [K+], [K+], N#CBr, O. Product: N#CN1CCC(c2nn(-c3ccccc3F)c3ccccc23)CC1. Reaction SMILES: [C:4](=[O:5])([O-:6])[O-:7].[CH3:34][S:35]([CH3:36])=[O:37].[F:10][c:11]1[c:12](-[n:17]2[n:18][c:19]([CH:26]3[CH2:27][CH2:28][N:29]([CH3:32])[CH2:30][CH2:31]3)[c:20]3[cH:21][cH:22][cH:23][cH:24][c:25]23)[cH:13][cH:14][cH:15][cH:16]1.[K+:8].[K+:9].[N:1]#[C:2][Br:3].[OH2:33]>>[N:1]#[C:2][N:29]1[CH2:28][CH2:27][CH:26]([c:19]2[n:18][n:17](-[c:12]3[c:11]([F:10])[cH:16][cH:15][cH:14][cH:13]3)[c:25]3[c:20]2[cH:21][cH:22][cH:23][cH:24]3)[CH2:31][CH2:30]1.